This data is from the Open Reaction Database (ORD), a public repository of structured organic reaction records. The task is: describe an organic reaction: reactants, conditions, products, and yield Starting materials: C(\C=C\C)(=O)O (crotonic acid), O1C=CC=C1 (furan), ClCC(=O)OC(CCl)=O (monochloroacetic anhydride). The solvent is C1(=CC=CC=C1)C (toluene). Reaction conditions: temperature 50 celsius, time 6.5 hour. Product: C(\C=C\C)(=O)C=1OC=CC1 (2-crotonylfuran). Yield: 41.1%. Reaction SMILES: [C:1]([OH:6])(=O)/[CH:2]=[CH:3]/[CH3:4].[O:7]1[CH:11]=[CH:10][CH:9]=[CH:8]1.ClCC(OC(=O)CCl)=O>C1(C)C=CC=CC=1>[C:8]([C:1]1[O:6][CH:4]=[CH:3][CH:2]=1)(=[O:7])/[CH:9]=[CH:10]/[CH3:11]. Procedure: In 50 ml of toluene were dissolved 4.31 g (0.05 mole) of crotonic acid, 4.43 g (0.065 mole) of furan and 10.26 g (0.06 mole) of monochloroacetic anhydride. To the resulting solution was added 0.71 g of boron trifluoridediethyl ether complex and the resulting mixture was then stirred at 50° C. for 6.5 hours. After completion of the reaction, the reaction solution was cooled and washed successively with water, 5% aqueous sodium carbonate solution and water. The organic layer was concentrated under... Starting materials: product, ON1C(CCC1=O)=O (N-hydroxysuccinimide), C(=O)(OC(C)(C)C)N[C@@H](C)C(=O)NC1CNCC1 (3-(N-Boc-alanyl)aminopyrrolidine), NC1CN(CC1)CC1=CC=CC=C1 (3-Amino-1-benzylpyrrolidine), C(C)(C)(C)OC(=O)N[C@@H](C)C(=O)O (N-t-butoxycarbonyl alanine), 3-(N-t-butoxycarbonylaminopyrrolidine). Product: N[C@@H](C)C(=O)NC1CN(CC1)C=1C=CN2C(C(=CC=C2C1)C(=O)O)=O (8-(3-(N-alanyl)amino-pyrrolidinyl)-4H-quinolizin-4-one-3-carboxylic acid), amino acid. As a reaction SMILES: NC1CCN([CH2:7][C:8]2C=C[CH:11]=[CH:10][CH:9]=2)C1.C([O:18][C:19](N[C@H](C(O)=O)C)=[O:20])(C)(C)C.O[N:28]1[C:32](=[O:33])[CH2:31][CH2:30][C:29]1=O.C([NH:42][C@H:43]([C:45]([NH:47][CH:48]1[CH2:52][CH2:51][NH:50][CH2:49]1)=[O:46])[CH3:44])(OC(C)(C)C)=O>>[NH2:42][C@H:43]([C:45]([NH:47][CH:48]1[CH2:52][CH2:51][N:50]([C:9]2[CH:10]=[CH:11][N:28]3[C:7]([CH:8]=2)=[CH:29][CH:30]=[C:31]([C:19]([OH:20])=[O:18])[C:32]3=[O:33])[CH2:49]1)=[O:46])[CH3:44]. Reported procedure: 3-Amino-1-benzylpyrrolidine (I. Sumio and T. Matsuo, Japanese Kokai JP 5328161, published Mar. 16, 1978) is coupled to N-t-butoxycarbonyl alanine (Boc-Ala) using conventional N-hydroxysuccinimide coupling procedures. The 1-benzyl group is removed by hydrogenolysis in methanol using palladium on carbon catalyst. The 3-(N-Boc-alanyl)aminopyrrolidine is then reacted with ethyl 8-chloro-1-ethyl-4H-quinolizin-4-one-3-carboxylate, the product of Step 3 of Example 62, as described in Step 4 of Example ... Reactants: CN(C)C=O, O=C=Nc1ccc(C(F)(F)F)cc1, COc1ccc(Cn2cc(-c3ccnc(N)n3)c(-c3cccc(N)c3)n2)cc1. Product: COc1ccc(Cn2cc(-c3ccnc(N)n3)c(-c3cccc(NC(=O)Nc4ccc(C(F)(F)F)cc4)c3)n2)cc1. RXN SMILES: [CH3:42][N:43]([CH3:44])[CH:45]=[O:46].[F:29][C:30]([c:31]1[cH:32][cH:33][c:34]([N:37]=[C:38]=[O:39])[cH:35][cH:36]1)([F:40])[F:41].[NH2:1][c:2]1[cH:3][c:4](-[c:8]2[n:9][n:10]([CH2:20][c:21]3[cH:22][cH:23][c:24]([O:27][CH3:28])[cH:25][cH:26]3)[cH:11][c:12]2-[c:13]2[n:14][c:15]([NH2:19])[n:16][cH:17][cH:18]2)[cH:5][cH:6][cH:7]1>>[NH:1]([c:2]1[cH:3][c:4](-[c:8]2[n:9][n:10]([CH2:20][c:21]3[cH:22][cH:23][c:24]([O:27][CH3:28])[cH:25][cH:26]3)[cH:11][c:12]2-[c:13]2[n:14][c:15]([NH2:19])[n:16][cH:17][cH:18]2)[cH:5][cH:6][cH:7]1)[C:38]([NH:37][c:34]1[cH:33][cH:32][c:31]([C:30]([F:29])([F:40])[F:41])[cH:36][cH:35]1)=[O:39].